Dataset: the Open Reaction Database (ORD), a public repository of structured organic reaction records. Task: describe an organic reaction: reactants, conditions, products, and yield Reactants: [H-].[Na+] (sodium hydride), OC[C@@H]1CC[C@H](CC1)CO (trans-1,4-dihydroxymethylcyclohexane), C(C1=CC=CC=C1)Br (benzyl bromide). The solvent is O1CCCC1 (tetrahydrofuran), O1CCCC1 (tetrahydrofuran). Yields the product C(C1=CC=CC=C1)OC[C@@H]1CC[C@H](CC1)CO (Trans-4-benzyloxymethyl-1-hydroxymethylcyclohexane). Reaction SMILES: [H-].[Na+].[OH:3][CH2:4][C@H:5]1[CH2:10][CH2:9][C@H:8]([CH2:11][OH:12])[CH2:7][CH2:6]1.[CH2:13](Br)[C:14]1[CH:19]=[CH:18][CH:17]=[CH:16][CH:15]=1>O1CCCC1>[CH2:13]([O:3][CH2:4][C@H:5]1[CH2:10][CH2:9][C@H:8]([CH2:11][OH:12])[CH2:7][CH2:6]1)[C:14]1[CH:19]=[CH:18][CH:17]=[CH:16][CH:15]=1 |f:0.1|. Procedure: In 10 ml of tetrahydrofuran was suspended 1.51 g of sodium hydride (55% content), and a solution of 5.0 g of trans-1,4-dihydroxymethylcyclohexane dissolved in 20 ml of tetrahydrofuran was added dropwise thereto with stirring under ice-cooling, and the reaction mixture was stirred at room temperature for 50 minutes. To the reaction mixture was added 3.79 ml of benzyl bromide with stirring under ice-cooling and the mixture was stirred under ice-cooling for 1 hour and further at room temperature ov... The reactants are CS(=O)(=O)O (methanesulfonic acid), CS(=O)(=O)[O-].CC1=[NH+]C=CC=C1 (2-methylpyridinium methanesulfonate), C1CS1 (ethylene sulfide). Run in CC1=NC=CC=C1 (2-methylpyridine), O (water), CC1=NC=CC=C1 (2-methylpyridine). Reaction conditions: temperature 55 celsius, time 21 hour. The product is CS(=O)(=O)[O-].SCC[N+]1=C(C=CC=C1)C (1-(2-mercaptoethyl)-2-methylpyridinium methanesulfonate). The yield is 85.0%. Reaction SMILES: [CH3:1][S:2]([O-:5])(=[O:4])=[O:3].[CH3:6][C:7]1[CH:12]=[CH:11][CH:10]=[CH:9][NH+:8]=1.CS(O)(=O)=O.[CH2:18]1[S:20][CH2:19]1>CC1C=CC=CN=1.O>[CH3:1][S:2]([O-:5])(=[O:4])=[O:3].[SH:20][CH2:19][CH2:18][N+:8]1[CH:9]=[CH:10][CH:11]=[CH:12][C:7]=1[CH3:6] |f:0.1,6.7|. Procedure: To a suspension of 2-methylpyridinium methanesulfonate in 2-methylpyridine prepared by the addition of methanesulfonic acid (0.65 mL, 0.010 mol) to cold 2-methylpyridine (2.17 mL, 0.022 mol) was added ethylene sulfide (0.655 mL, 0.011 mol). The reaction mixture was stirred under a nitrogen atmosphere at 55° C. for 21 h, cooled to 23° C. and diluted with water (5 mL). The aqueous solution was washed with ether (6×4 mL) pumped to remove traces of organic solvents and poured on top of a column (2.5... The reactants are C(C)(C)(C)[Si](C)(C)O\C(=C/C)\C1=CC(=CC=C1)Cl ((Z)-tert-Butyl-[1-(3-chlorophenyl)prop-1-enyloxy]dimethylsilane), CC[C@@H]1CN2CC[C@@H]1C[C@@H]2[C@@H](C3=C4C=C(C=CC4=NC=C3)OC)OC5=NN=C(C6=CC=CC=C65)O[C@@H]([C@H]7C[C@@H]8CCN7C[C@@H]8CC)C9=C1C=C(C=CC1=NC=C9)OC (AD-mix-α), CS(=O)(=O)N (CH3SO2NH2). The solvent is C(C)(C)(C)O.O (tert-butyl alcohol water). Yields the product ClC=1C=C(C=CC1)C([C@H](C)O)=O ((S)-1-(3-Chlorophenyl)-2-hydroxypropan-1-one). Reaction SMILES: C([Si]([O:8]/[C:9](/[C:12]1[CH:17]=[CH:16][CH:15]=[C:14]([Cl:18])[CH:13]=1)=[CH:10]\[CH3:11])(C)C)(C)(C)C.CC[C@H]1[C@H]2C[C@H]([C@H](OC3C4C(=CC=CC=4)C(O[C@H](C4C=CN=C5C=4C=C(OC)C=C5)[C@@H]4N5C[C@H](CC)[C@@H](CC5)C4)=NN=3)C3C=CN=C4C=3C=C([O:40]C)C=C4)N(CC2)C1.CS(N)(=O)=O>C(O)(C)(C)C.O>[Cl:18][C:14]1[CH:13]=[C:12]([C:9](=[O:8])[C@@H:10]([OH:40])[CH3:11])[CH:17]=[CH:16][CH:15]=1 |f:3.4|. Procedure details: Compound (S)-10a was synthesized by a procedure similar to that described for (R)-10a using (Z)-tert-butyl(1-(3-chlorophenyl)prop-1-enyloxy)dimethylsilane (9a, 8.8 g, 0.031 mol), AD-mix-α (43.5 g), and CH3SO2NH2 (3a, 3 g, 0.032 mol) in tert-butyl alcohol-water (120 mL:120 mL). The reaction mixture was quenched with sodium sulfite (31.1 g). After purification, 4.51 g (78%) of the (S)-10a was isolated. Characterization data is similar with data reported in Fang, Q. K.; Han, Z.; Grover, P.; Kessler... The reactants are C(C)(C)(C)OC(NCC(NCCOC1=C(C=C(C=C1C)C1=NOC(=N1)C1=CC(=NC(=C1)C)N(CC)CC)CC)=O)=O ([(2-{4-[5-(2-diethylamino-6-methyl-pyridin-4-yl)-[1,2,4]oxadiazol-3-yl]-2-ethyl-6-methyl-phenoxy}-ethylcarbamoyl)-methyl]-carbamic acid tert-butyl ester), FC(C(=O)O)(F)F (trifluoroacetic acid). Run in CC(OCC)=O (EA), C(Cl)Cl (DCM). Reaction conditions: time 16 hour. Yields the product NCC(=O)NCCOC1=C(C=C(C=C1C)C1=NOC(=N1)C1=CC(=NC(=C1)C)N(CC)CC)CC (2-Amino-N-(2-{4-[5-(2-diethylamino-6-methyl-pyridin-4-yl)-[1,2,4]oxadiazol-3-yl]-2-ethyl-6-methyl-phenoxy}-ethyl)-acetamide). The yield is 59.6%. As a reaction SMILES: C(OC(=O)[NH:7][CH2:8][C:9](=[O:40])[NH:10][CH2:11][CH2:12][O:13][C:14]1[C:19]([CH3:20])=[CH:18][C:17]([C:21]2[N:25]=[C:24]([C:26]3[CH:31]=[C:30]([CH3:32])[N:29]=[C:28]([N:33]([CH2:36][CH3:37])[CH2:34][CH3:35])[CH:27]=3)[O:23][N:22]=2)=[CH:16][C:15]=1[CH2:38][CH3:39])(C)(C)C.FC(F)(F)C(O)=O>C(Cl)Cl.CC(=O)OCC>[NH2:7][CH2:8][C:9]([NH:10][CH2:11][CH2:12][O:13][C:14]1[C:19]([CH3:20])=[CH:18][C:17]([C:21]2[N:25]=[C:24]([C:26]3[CH:31]=[C:30]([CH3:32])[N:29]=[C:28]([N:33]([CH2:36][CH3:37])[CH2:34][CH3:35])[CH:27]=3)[O:23][N:22]=2)=[CH:16][C:15]=1[CH2:38][CH3:39])=[O:40]. Procedure details: To a solution of [(2-{4-[5-(2-diethylamino-6-methyl-pyridin-4-yl)-[1,2,4]oxadiazol-3-yl]-2-ethyl-6-methyl-phenoxy}-ethylcarbamoyl)-methyl]-carbamic acid tert-butyl ester (65 mg, 0.115 mmol) in DCM (30 mL), trifluoroacetic acid (262 mg, 2.29 mmol) is added. The mixture is stirred at rt for 16 h before it is diluted with EA and washed with sat. aq. NaHCO3-solution and brine. The org. extract is dried over Na2SO4, filtered and concentrated. The crude product is purified on prep. TLC plates using DC... Reactants: BrC1=NN(C2=NC=NC(=C21)NCC2=C(C=C(C=C2)OC)OC)[C@H]2C=1C=NN(C1CCC2)S(=O)(=O)C2=CC=C(C)C=C2 ((R)-3-bromo-N-(2,4-dimethoxybenzyl)-1-(1-tosyl-4,5,6,7-tetrahydro-1H-indazol-4-yl)-1H-pyrazolo[3,4-d]pyrimidin-4-amine), CC1(OB(OC1(C)C)C1=CC=C(C(=O)NC2=NC=CC(=C2)C(F)(F)F)C=C1)C (4-(4,4,5,5-tetramethyl-1,3,2-dioxaborolan-2-yl)-N-(4-(trifluoromethyl)pyridin-2-yl)benzamide), C(=O)([O-])[O-].[K+].[K+] (K2CO3), O (water). The reagents and catalysts are Cl[Pd]([P](C1=CC=CC=C1)(C2=CC=CC=C2)C3=CC=CC=C3)([P](C4=CC=CC=C4)(C5=CC=CC=C5)C6=CC=CC=C6)Cl (Pd(PPh3)2Cl2). Solvent: O1CCOCC1.O (dioxane H2O). Run at temperature 90 celsius, time 2 hour. Yields the product COC1=C(CNC2=C3C(=NC=N2)N(N=C3C3=CC=C(C(=O)NC2=NC=CC(=C2)C(F)(F)F)C=C3)[C@H]3C=2C=NN(C2CCC3)S(=O)(=O)C3=CC=C(C)C=C3)C=CC(=C1)OC ((R)-4-(4-((2,4-dimethoxybenzyl)amino)-1-(1-tosyl-4,5,6,7-tetrahydro-1H-indazol-4-yl)-1H-pyrazolo[3,4-d]pyrimidin-3-yl)-N-(4-(trifluoromethyl)pyridin-2-yl)benzamide). The yield is 87.4%. Reaction SMILES: Br[C:2]1[C:10]2[C:5](=[N:6][CH:7]=[N:8][C:9]=2[NH:11][CH2:12][C:13]2[CH:18]=[CH:17][C:16]([O:19][CH3:20])=[CH:15][C:14]=2[O:21][CH3:22])[N:4]([C@@H:23]2[CH2:31][CH2:30][CH2:29][C:28]3[N:27]([S:32]([C:35]4[CH:41]=[CH:40][C:38]([CH3:39])=[CH:37][CH:36]=4)(=[O:34])=[O:33])[N:26]=[CH:25][C:24]2=3)[N:3]=1.CC1(C)C(C)(C)OB([C:50]2[CH:68]=[CH:67][C:53]([C:54]([NH:56][C:57]3[CH:62]=[C:61]([C:63]([F:66])([F:65])[F:64])[CH:60]=[CH:59][N:58]=3)=[O:55])=[CH:52][CH:51]=2)O1.C([O-])([O-])=O.[K+].[K+].O>O1CCOCC1.O.Cl[Pd](Cl)([P](C1C=CC=CC=1)(C1C=CC=CC=1)C1C=CC=CC=1)[P](C1C=CC=CC=1)(C1C=CC=CC=1)C1C=CC=CC=1>[CH3:22][O:21][C:14]1[CH:15]=[C:16]([O:19][CH3:20])[CH:17]=[CH:18][C:13]=1[CH2:12][NH:11][C:9]1[N:8]=[CH:7][N:6]=[C:5]2[N:4]([C@@H:23]3[CH2:31][CH2:30][CH2:29][C:28]4[N:27]([S:32]([C:35]5[CH:36]=[CH:37][C:38]([CH3:39])=[CH:40][CH:41]=5)(=[O:33])=[O:34])[N:26]=[CH:25][C:24]3=4)[N:3]=[C:2]([C:50]3[CH:68]=[CH:67][C:53]([C:54]([NH:56][C:57]4[CH:62]=[C:61]([C:63]([F:64])([F:65])[F:66])[CH:60]=[CH:59][N:58]=4)=[O:55])=[CH:52][CH:51]=3)[C:10]=12 |f:2.3.4,6.7,^1:86,105|. Procedure details: The mixture of (R)-3-bromo-N-(2,4-dimethoxybenzyl)-1-(1-tosyl-4,5,6,7-tetrahydro-1H-indazol-4-yl)-1H-pyrazolo[3,4-d]pyrimidin-4-amine (80 mg, 0.125 mmol), 4-(4,4,5,5-tetramethyl-1,3,2-dioxaborolan-2-yl)-N-(4-(trifluoromethyl)pyridin-2-yl)benzamide (59 mg, 0.150 mmol), Pd(PPh3)2Cl2 (9.2 mg, 0.0125 mmol) and K2CO3 (43 mg, 0.313 mmol) in dioxane/H2O (3 mL/0.3 mL) was stirred for 2 h at 90° C. under nitrogen atmosphere. Then the mixture was added water and extracted with DCM. The combined organic la... Reactants: NC1=C(C(=NC(=C1F)Cl)C#N)Cl (4-amino-3,6-dichloro-5-fluoropicolinonitrile), ClC1=C(C(=C(C=C1)B1OCCCO1)F)OC (2-(4-chloro-2-fluoro-3-methoxyphenyl)-1,3,2-dioxaborinane), [F-].[K+] (KF), C(C)#N (acetonitrile). The reagents and catalysts are Cl[Pd]([P](C1=CC=CC=C1)(C2=CC=CC=C2)C3=CC=CC=C3)([P](C4=CC=CC=C4)(C5=CC=CC=C5)C6=CC=CC=C6)Cl (Pd(PPh3)2Cl2). Solvent: O (water). Reaction conditions: temperature 75 celsius. The product is NC1=C(C(=NC(=C1F)C1=C(C(=C(C=C1)Cl)OC)F)C#N)Cl (4-Amino-3-chloro-5-fluoro-6-(4-chloro-2-fluoro-3-methoxy-phenyl)picolinonitrile). Isolated yield 57.2%. RXN SMILES: [NH2:1][C:2]1[C:7]([F:8])=[C:6](Cl)[N:5]=[C:4]([C:10]#[N:11])[C:3]=1[Cl:12].[Cl:13][C:14]1[CH:19]=[CH:18][C:17](B2OCCCO2)=[C:16]([F:26])[C:15]=1[O:27][CH3:28].[F-].[K+].C(#N)C>Cl[Pd](Cl)([P](C1C=CC=CC=1)(C1C=CC=CC=1)C1C=CC=CC=1)[P](C1C=CC=CC=1)(C1C=CC=CC=1)C1C=CC=CC=1.O>[NH2:1][C:2]1[C:7]([F:8])=[C:6]([C:17]2[CH:18]=[CH:19][C:14]([Cl:13])=[C:15]([O:27][CH3:28])[C:16]=2[F:26])[N:5]=[C:4]([C:10]#[N:11])[C:3]=1[Cl:12] |f:2.3,^1:36,55|. Procedure: A mixture of 4-amino-3,6-dichloro-5-fluoropicolinonitrile (0.37 g, 1.80 mmol), 2-(4-chloro-2-fluoro-3-methoxyphenyl)-1,3,2-dioxaborinane (0.549 g, 2.24 mmol) and KF (0.209 g, 3.59 mmol) was taken into acetonitrile (6.75 mL) and water (2.25 mL). The mixture was stirred and sparged with a nitrogen atmosphere. Pd(PPh3)2Cl2 (63mg, 0.1 mmol) was added, and the mixture was again sparged with nitrogen. The solution was then heated to 75° C. under nitrogen for 2 h. Upon cooling down, a precipitate forme... Procedure details: To a solution of the diethyl 2-(2-methoxy-4,5-methylenedioxybenylidene)-malonate (23.4 g, 0.073 mol) in ethanol (100 ml) was added sodium borohydride (2.8 g, 0.073 mol) and the mixture was stirred at rt for 5 h. The reaction was quenched with water and extracted with ethyl acetate (3×200 mL). The combined organic extracts were dried (Na2SO4) and evaporated to afford the title compound as an oil (20.3 g, 86%). Starting materials: COC1=C(C=C(C(=O)OCC)C(=O)OCC)C=C2C(=C1)OCO2 (diethyl 2-(2-methoxy-4,5-methylenedioxybenylidene)-malonate), [BH4-].[Na+] (sodium borohydride). Product: COC1=C(CC(C(=O)OCC)C(=O)OCC)C=C2C(=C1)OCO2 (Diethyl 2-(2-methoxy-4,5-methylenedioxybenzyl)-malonate). The yield is 85.7%. Reaction conditions: time 5 hour. RXN SMILES: [CH3:1][O:2][C:3]1[CH:20]=[C:19]2[O:21][CH2:22][O:23][C:18]2=[CH:17][C:4]=1[CH:5]=[C:6]([C:12]([O:14][CH2:15][CH3:16])=[O:13])[C:7]([O:9][CH2:10][CH3:11])=[O:8].[BH4-].[Na+]>C(O)C>[CH3:1][O:2][C:3]1[CH:20]=[C:19]2[O:21][CH2:22][O:23][C:18]2=[CH:17][C:4]=1[CH2:5][CH:6]([C:12]([O:14][CH2:15][CH3:16])=[O:13])[C:7]([O:9][CH2:10][CH3:11])=[O:8] |f:1.2|. Run in C(C)O (ethanol). As a reaction SMILES: [C:1](=[O:2])([O-:3])[O-:4].[CH3:42][c:43]1[cH:44][cH:45][c:46]([S:47]([O:48][CH2:53][CH2:54][CH2:55][CH2:56][c:57]2[c:58]([F:67])[c:59]([F:66])[c:60]([F:65])[c:61]([F:64])[c:62]2[F:63])(=[O:49])=[O:50])[cH:51][cH:52]1.[CH3:68][N:69]([CH3:70])[CH:71]=[O:72].[Cs+:5].[Cs+:6].[OH2:73].[OH:7][c:8]1[cH:9][cH:10][c:11]([C:14]#[C:15][c:16]2[cH:17][cH:18][cH:19][c:20]3[c:21]([CH2:34][CH2:35][CH2:36][C:37](=[O:38])[O:39][CH2:40][CH3:41])[c:22]([CH3:33])[n:23]([CH2:25][CH2:26][CH2:27][C:28](=[O:29])[O:30][CH2:31][CH3:32])[c:24]23)[cH:12][cH:13]1>>[O:7]([c:8]1[cH:9][cH:10][c:11]([C:14]#[C:15][c:16]2[cH:17][cH:18][cH:19][c:20]3[c:21]([CH2:34][CH2:35][CH2:36][C:37](=[O:38])[O:39][CH2:40][CH3:41])[c:22]([CH3:33])[n:23]([CH2:25][CH2:26][CH2:27][C:28](=[O:29])[O:30][CH2:31][CH3:32])[c:24]23)[cH:12][cH:13]1)[CH2:53][CH2:54][CH2:55][CH2:56][c:57]1[c:58]([F:67])[c:59]([F:66])[c:60]([F:65])[c:61]([F:64])[c:62]1[F:63]. Reactants: O=C([O-])[O-], Cc1ccc(S(=O)(=O)OCCCCc2c(F)c(F)c(F)c(F)c2F)cc1, CN(C)C=O, [Cs+], [Cs+], O, CCOC(=O)CCCc1c(C)n(CCCC(=O)OCC)c2c(C#Cc3ccc(O)cc3)cccc12. The product is CCOC(=O)CCCc1c(C)n(CCCC(=O)OCC)c2c(C#Cc3ccc(OCCCCc4c(F)c(F)c(F)c(F)c4F)cc3)cccc12.